This data is from the Open Reaction Database (ORD), a public repository of structured organic reaction records. The task is: describe an organic reaction: reactants, conditions, products, and yield Starting materials: COC(=O)[C@H]1N(CCC1)C(CNC(=O)C1=CC2=C(N(C(=N2)NC=2SC3=C(N2)C=CC(=C3)Cl)C)C=C1)=O ((S)-1-(2-{[2-(6-chloro-benzothiazol-2-ylamino)-1-methyl-1H-benzoimidazole-5-carbonyl]-amino}-acetyl)-pyrrolidine-2-carboxylic acid methyl ester), [OH-].[Li+] (lithium hydroxide). Yields the product ClC1=CC2=C(N=C(S2)NC2=NC3=C(N2C)C=CC(=C3)C(=O)NCC(=O)N3[C@@H](CCC3)C(=O)O)C=C1 ((S)-1-(2-{[2-(6-Chloro-benzothiazol-2-ylamino)-1-methyl-1H-benzoimidazole-5-carbonyl]-amino}-acetyl)-pyrrolidine-2-carboxylic acid). Yield: 61.6%. RXN SMILES: C[O:2][C:3]([C@@H:5]1[CH2:9][CH2:8][CH2:7][N:6]1[C:10](=[O:36])[CH2:11][NH:12][C:13]([C:15]1[CH:35]=[CH:34][C:18]2[N:19]([CH3:33])[C:20]([NH:22][C:23]3[S:24][C:25]4[CH:31]=[C:30]([Cl:32])[CH:29]=[CH:28][C:26]=4[N:27]=3)=[N:21][C:17]=2[CH:16]=1)=[O:14])=[O:4].[OH-].[Li+]>>[Cl:32][C:30]1[CH:29]=[CH:28][C:26]2[N:27]=[C:23]([NH:22][C:20]3[N:19]([CH3:33])[C:18]4[CH:34]=[CH:35][C:15]([C:13]([NH:12][CH2:11][C:10]([N:6]5[CH2:7][CH2:8][CH2:9][C@H:5]5[C:3]([OH:4])=[O:2])=[O:36])=[O:14])=[CH:16][C:17]=4[N:21]=3)[S:24][C:25]=2[CH:31]=1 |f:1.2|. Procedure details: (S)-1-(2-{[2-(6-Chloro-benzothiazol-2-ylamino)-1-methyl-1H-benzoimidazole-5-carbonyl]-amino}-acetyl)-pyrrolidine-2-carboxylic acid (54 mg) was prepared by following General Procedure E starting from (S)-1-(2-{[2-(6-chloro-benzothiazol-2-ylamino)-1-methyl-1H-benzoimidazole-5-carbonyl]-amino}-acetyl)-pyrrolidine-2-carboxylic acid methyl ester (90 mg) and lithium hydroxide (29 mg). Reactants: [H-].[Al+3].[Li+].[H-].[H-].[H-] (Lithium aluminium hydride), CC1=C(N=C(O1)C1=CC=CC=C1)COC1=CC=C(CN2C=C(C(=C2)C2=NC=CC=C2)C(=O)OCC)C=C1 (ethyl 1-[4-(5-methyl-2-phenyl-4-oxazolylmethoxy)benzyl]-4-(2-pyridyl)pyrrole-3-carboxylate), O.O.O.O.O.O.O.O.O.O.S(=O)(=O)([O-])[O-].[Na+].[Na+] (sodium sulfate decahydrate), CCCCCC (hexane). The solvent is O1CCCC1 (tetrahydrofuran). Reaction conditions: temperature 0 celsius, time 30 minute. Product: CC1=C(N=C(O1)C1=CC=CC=C1)COC1=CC=C(CN2C=C(C(=C2)C2=NC=CC=C2)CO)C=C1 ([1-[4-(5-methyl-2-phenyl-4-oxazolylmethoxy)benzyl]-4-(2-pyridyl)-3-pyrrolyl]methanol). The yield is 95.2%. Reaction SMILES: [H-].[Al+3].[Li+].[H-].[H-].[H-].[CH3:7][C:8]1[O:12][C:11]([C:13]2[CH:18]=[CH:17][CH:16]=[CH:15][CH:14]=2)=[N:10][C:9]=1[CH2:19][O:20][C:21]1[CH:43]=[CH:42][C:24]([CH2:25][N:26]2[CH:30]=[C:29]([C:31]3[CH:36]=[CH:35][CH:34]=[CH:33][N:32]=3)[C:28]([C:37](OCC)=[O:38])=[CH:27]2)=[CH:23][CH:22]=1.O.O.O.O.O.O.O.O.O.O.S([O-])([O-])(=O)=O.[Na+].[Na+].CCCCCC>O1CCCC1>[CH3:7][C:8]1[O:12][C:11]([C:13]2[CH:14]=[CH:15][CH:16]=[CH:17][CH:18]=2)=[N:10][C:9]=1[CH2:19][O:20][C:21]1[CH:22]=[CH:23][C:24]([CH2:25][N:26]2[CH:30]=[C:29]([C:31]3[CH:36]=[CH:35][CH:34]=[CH:33][N:32]=3)[C:28]([CH2:37][OH:38])=[CH:27]2)=[CH:42][CH:43]=1 |f:0.1.2.3.4.5,7.8.9.10.11.12.13.14.15.16.17.18.19|. Procedure: Lithium aluminium hydride (0.25 g) was added to a solution of ethyl 1-[4-(5-methyl-2-phenyl-4-oxazolylmethoxy)benzyl]-4-(2-pyridyl)pyrrole-3-carboxylate (2.40 g) in tetrahydrofuran (30 ml) at 0° C., and the mixture was stirred at 0° C. for 30 minutes. After sodium sulfate decahydrate (2.13 g) and hexane (30 ml) were added to the reaction mixture, the mixture was stirred at room temperature for 30 minutes. After the precipitate was removed by filtration, the filtrate was concentrated. The residue...